This data is from the Open Reaction Database (ORD), a public repository of structured organic reaction records. The task is: describe an organic reaction: reactants, conditions, products, and yield The reactants are CN(C)C=O, CCCCCCCCCCCCC(Cl)c1coc([Si](C)(C)C)c1, [N-]=[N+]=[N-], [Na+]. Product: CCCCCCCCCCCCC(N=[N+]=[N-])c1coc([Si](C)(C)C)c1. RXN SMILES: [CH3:28][N:29]([CH3:30])[CH:31]=[O:32].[Cl:1][CH:2]([CH2:3][CH2:4][CH2:5][CH2:6][CH2:7][CH2:8][CH2:9][CH2:10][CH2:11][CH2:12][CH2:13][CH3:14])[c:15]1[cH:16][o:17][c:18]([Si:20]([CH3:21])([CH3:22])[CH3:23])[cH:19]1.[N-:25]=[N+:26]=[N-:27].[Na+:24]>>[CH:2]([CH2:3][CH2:4][CH2:5][CH2:6][CH2:7][CH2:8][CH2:9][CH2:10][CH2:11][CH2:12][CH2:13][CH3:14])([c:15]1[cH:16][o:17][c:18]([Si:20]([CH3:21])([CH3:22])[CH3:23])[cH:19]1)[N:25]=[N+:26]=[N-:27]. Starting materials: ClC=1C=C(C=CC1)NC(=O)C=1N=C(SC1N)C (5-Amino-2-methyl-thiazole-4-carboxylic acid (3-chloro-phenyl)-amide), BrC1=CC=NC=C1 (4-bromopyridine). Product: ClC=1C=C(C=CC1)NC(=O)C=1N=C(SC1NC1=CC=NC=C1)C (2-Methyl-5-(pyridin-4-ylamino)-thiazole-4-carboxylic acid (3-chloro-phenyl)-amide). Reaction SMILES: [Cl:1][C:2]1[CH:3]=[C:4]([NH:8][C:9]([C:11]2[N:12]=[C:13]([CH3:17])[S:14][C:15]=2[NH2:16])=[O:10])[CH:5]=[CH:6][CH:7]=1.Br[C:19]1[CH:24]=[CH:23][N:22]=[CH:21][CH:20]=1>>[Cl:1][C:2]1[CH:3]=[C:4]([NH:8][C:9]([C:11]2[N:12]=[C:13]([CH3:17])[S:14][C:15]=2[NH:16][C:19]2[CH:24]=[CH:23][N:22]=[CH:21][CH:20]=2)=[O:10])[CH:5]=[CH:6][CH:7]=1. Procedure details: The title compound was prepared by reaction of 5-amino-2-methyl-thiazole-4-carboxylic acid (3-chloro-phenyl)-amide (prepared as illustrated in example 127) with 4-bromopyridine, as follows. Starting materials: CC1(C)CC(=O)N(CCCCBr)C(=O)C1, C1CNCCN1, CC1(C)CC(=O)NC(=O)C1, CC#N, [K+], [K+], O=C([O-])[O-]. Yields the product CC1(C)CC(=O)N(CCCCN2CCNCC2)C(=O)C1. As a reaction SMILES: [Br:1][CH2:2][CH2:3][CH2:4][CH2:5][N:6]1[C:7](=[O:15])[CH2:8][C:9]([CH3:13])([CH3:14])[CH2:10][C:11]1=[O:12].[CH2:26]1[CH2:27][NH:28][CH2:29][CH2:30][NH:31]1.[CH3:16][C:17]1([CH3:18])[CH2:19][C:20](=[O:21])[NH:22][C:23](=[O:24])[CH2:25]1.[CH3:38][C:39]#[N:40].[K+:32].[K+:33].[O-:34][C:35]([O-:36])=[O:37]>>[CH2:2]([CH2:3][CH2:4][CH2:5][N:6]1[C:7](=[O:15])[CH2:8][C:9]([CH3:13])([CH3:14])[CH2:10][C:11]1=[O:12])[N:28]1[CH2:27][CH2:26][NH:31][CH2:30][CH2:29]1. The reactants are C#CC (Propyne), IC1=CC(=C(NC1=O)C(=O)OC)C(=O)OC (dimethyl 1,6-dihydro-5-iodo-6-oxo-2,3-pyridinedicarboxylate), cuprous iodide, [Cl-] (chloride), C#CC (propyne), O (Water). The reagents and catalysts are C1([P]([Pd][P](C2=CC=CC=C2)(C3=CC=CC=C3)C4=CC=CC=C4)(C5=CC=CC=C5)C6=CC=CC=C6)=CC=CC=C1 (bis(triphenylphosphine)palladium). The solvent is C(Cl)Cl (methylene chloride), C(C)(=O)OCC (ethyl acetate), CS(=O)C (DMSO), C(C)N(CC)CC (triethylamine). Reaction conditions: time 60 hour. The product is CC1=CC=2C(=NC(=C(C2)C(=O)OC)C(=O)OC)O1 (dimethyl 2-methyl-furo[2,3-b]pyridine-5,6-dicarboxylate). As a reaction SMILES: [CH:1]#[C:2][CH3:3].I[C:5]1[C:10](=[O:11])[NH:9][C:8]([C:12]([O:14][CH3:15])=[O:13])=[C:7]([C:16]([O:18][CH3:19])=[O:17])[CH:6]=1.[Cl-].O>CS(C)=O.C(N(CC)CC)C.C1(C=CC=CC=1)[P](C1C=CC=CC=1)(C1C=CC=CC=1)[Pd][P](C1C=CC=CC=1)(C1C=CC=CC=1)C1C=CC=CC=1.C(OCC)(=O)C.C(Cl)Cl>[CH3:1][C:2]1[O:11][C:10]2=[N:9][C:8]([C:12]([O:14][CH3:15])=[O:13])=[C:7]([C:16]([O:18][CH3:19])=[O:17])[CH:6]=[C:5]2[CH:3]=1 |^1:38,52|. Procedure details: Propyne (3.0 mLs, 0.045 mol) is condensed in a graduated cylinder in a dry ice/acetone bath and added to a stirred suspension of dimethyl 1,6-dihydro-5-iodo-6-oxo-2,3-pyridinedicarboxylate (13.48 g, 0.04 mol), cuprous iodide (0.38 g, 0.002 mol) and bis(triphenylphosphine)palladium II) chloride (2.81 g, 0.004 mol) in 150 mLs DMSO and 50 mLs triethylamine at 10° C. After addition of the propyne the reaction mixture is stirred at room temperature for 60 hours. Water is added and the mixture is extr... Starting materials: CC1=CC(=NN1)N (5-methyl-1H-pyrazol-3-amine), C([O-])(O)=O.[Na+] (sodium bicarbonate), FC(C1=NC2=C(C=CC=C2C(=N1)SC)C(=O)N)(C1=NC=C(C=C1)F)F (2-(difluoro(5-fluoropyridin-2-yl)methyl)-4-(methylthio)quinazoline-8-carboxamide), ClC1=CC(=CC=C1)C(=O)OO (3-chloroperbenzoic acid), S(=S)(=O)([O-])[O-].[Na+].[Na+] (sodium thiosulfate). Solvent: C1CCOC1 (THF), C(Cl)Cl (DCM), C(Cl)Cl (DCM). Reaction conditions: time 90 minute. The product is FC(C1=NC2=C(C=CC=C2C(=N1)NC1=NNC(=C1)C)C(=O)N)(C1=NC=C(C=C1)F)F (2-(difluoro(5-fluoropyridin-2-yl)methyl)-4-((5-methyl-1H-pyrazol-3-yl)amino)quinazoline-8-carboxamide). Yield: 50.2%. RXN SMILES: [F:1][C:2]([F:25])([C:18]1[CH:23]=[CH:22][C:21]([F:24])=[CH:20][N:19]=1)[C:3]1[N:12]=[C:11](SC)[C:10]2[C:5](=[C:6]([C:15]([NH2:17])=[O:16])[CH:7]=[CH:8][CH:9]=2)[N:4]=1.ClC1C=CC=C(C(OO)=O)C=1.S([O-])([O-])(=O)=S.[Na+].[Na+].C(=O)(O)[O-].[Na+].[CH3:49][C:50]1[NH:54][N:53]=[C:52]([NH2:55])[CH:51]=1>C(Cl)Cl.C1COCC1>[F:1][C:2]([F:25])([C:18]1[CH:23]=[CH:22][C:21]([F:24])=[CH:20][N:19]=1)[C:3]1[N:12]=[C:11]([NH:55][C:52]2[CH:51]=[C:50]([CH3:49])[NH:54][N:53]=2)[C:10]2[C:5](=[C:6]([C:15]([NH2:17])=[O:16])[CH:7]=[CH:8][CH:9]=2)[N:4]=1 |f:2.3.4,5.6|. Reported procedure: To 2-(difluoro(5-fluoropyridin-2-yl)methyl)-4-(methylthio)quinazoline-8-carboxamide (191 mg, 0.52 mmol) in DCM (8 mL) at 0° C. was added 3-chloroperbenzoic acid (70%, 192 mg, 0.78 mmol) and the mixture was stirred for 90 min. The mixture was diluted with DCM and then aq sodium thiosulfate was added, followed by addition of saturated aq sodium bicarbonate. The organic layer was dried over sodium sulfate and concentrated under reduced pressure. To the residue were added THF (5 mL) and 5-methyl-1H-...